Task: describe an organic reaction: reactants, conditions, products, and yield. Dataset: the Open Reaction Database (ORD), a public repository of structured organic reaction records Reactants: ice water, C(C)(=O)NC=1SC(=CN1)Cl (2-acetylamino-5-chlorothiazole), OC1=CC=C(C=C1)S (4-hydroxythiophenol), C([O-])([O-])=O.[K+].[K+] (potassium carbonate). Solvent: CN(C=O)C (N,N-dimethylformamide). Conditions: temperature 120 celsius. The product is C(C)(=O)NC=1SC(=CN1)SC1=CC=C(C=C1)O (2-acetylamino-5-(4-hydroxyphenylthio)thiazole). Yield: 56.5%. As a reaction SMILES: [C:1]([NH:4][C:5]1[S:6][C:7](Cl)=[CH:8][N:9]=1)(=[O:3])[CH3:2].[OH:11][C:12]1[CH:17]=[CH:16][C:15]([SH:18])=[CH:14][CH:13]=1.C(=O)([O-])[O-].[K+].[K+]>CN(C)C=O>[C:1]([NH:4][C:5]1[S:6][C:7]([S:18][C:15]2[CH:16]=[CH:17][C:12]([OH:11])=[CH:13][CH:14]=2)=[CH:8][N:9]=1)(=[O:3])[CH3:2] |f:2.3.4|. Procedure details: A mixture of 2-acetylamino-5-chlorothiazole (1.76 g), 4-hydroxythiophenol (1.3 g) and potassium carbonate (2 g) in N,N-dimethylformamide (30 ml) was heated at 120° C. for 2.5 hours with stirring. The reaction mixture was poured into ice water. The precipitates were collected by filtration, washed with water and dried in vacuo to give 2-acetylamino-5-(4-hydroxyphenylthio)thiazole (1.5 g, yield: 56.6%). mp: 265°-267° C. Conditions: time 5 hour. The reactants are S(=O)([O-])S(=O)[O-].[Na+].[Na+] (sodium dithionite), S(=O)([O-])S(=O)[O-].[Na+].[Na+] (sodium dithionite), S(=O)([O-])S(=O)[O-].[Na+].[Na+] (sodium hydrosulfite), ClCCCCCNC1=C(C(=NC(=C1[N+](=O)[O-])OC1=CC=CC=C1)C)C ((5-chloropentyl)-(2,3-dimethyl-5-nitro-6-phenoxy-pyridin-4-yl)amine). Yield: 99.9%. RXN SMILES: S(S([O-])=O)([O-])=O.[Na+].[Na+].[Cl:9][CH2:10][CH2:11][CH2:12][CH2:13][CH2:14][NH:15][C:16]1[C:21]([N+:22]([O-])=O)=[C:20]([O:25][C:26]2[CH:31]=[CH:30][CH:29]=[CH:28][CH:27]=2)[N:19]=[C:18]([CH3:32])[C:17]=1[CH3:33]>O.C(O)C>[Cl:9][CH2:10][CH2:11][CH2:12][CH2:13][CH2:14][NH:15][C:16]1[C:17]([CH3:33])=[C:18]([CH3:32])[N:19]=[C:20]([O:25][C:26]2[CH:27]=[CH:28][CH:29]=[CH:30][CH:31]=2)[C:21]=1[NH2:22] |f:0.1.2|. Yields the product ClCCCCCNC1=C(C(=NC(=C1C)C)OC1=CC=CC=C1)N (N4-(5-chloropentyl)-5,6-dimethyl-2-phenoxypyridine-3,4-diamine). Reported procedure: A solution of sodium dithionite (90.5 g, 520 mmol), available as approximately 85% pure sodium hydrosulfite, in water (200 mL) was added to a solution of (5-chloropentyl)-(2,3-dimethyl-5-nitro-6-phenoxy-pyridin-4-yl)amine (37.8 g, 104 mmol) in ethanol (575 mL), and the mixture was stirred rapidly for five hours. The mixture did not become homogeneous, and additional ethanol (200 mL) was added. The mixture remained heterogeneous and was separated into two batches. A solution of sodium dithionite ... Solvent: C(C)O (ethanol), O (water), O (water), C(C)O (ethanol). Reaction conditions: temperature 50 celsius. Procedure details: To a solution of the product of Example 149D (1.09 g, 2.97 mmol) and N-(4-nitrobenzyl)aniline (0.677 g, 2.97 mmol) dissolved in DMF (10 mL) was added potassium carbonate (1.23 g, 8.9 mmol) and the mixture heated at 50° C. for 1 hour. After cooling, the solution had dichloromethane added to it and the mixture extracted with water. The organic extract was then dried, filtered, concentrated and purified by chromatography (silica gel, 0-2% methanol in dichloromethane) to afford 0.85 g (56%) of the t... RXN SMILES: Br[CH2:2][C:3]1[CH:22]=[CH:21][C:6](/[CH:7]=[CH:8]/[C@@H:9]2[CH2:13][CH2:12][CH2:11][N:10]2[C:14]([O:16][C:17]([CH3:20])([CH3:19])[CH3:18])=[O:15])=[CH:5][CH:4]=1.[N+:23]([C:26]1[CH:39]=[CH:38][C:29]([CH2:30][NH:31][C:32]2[CH:37]=[CH:36][CH:35]=[CH:34][CH:33]=2)=[CH:28][CH:27]=1)([O-:25])=[O:24].C(=O)([O-])[O-].[K+].[K+].ClCCl>CN(C=O)C>[N+:23]([C:26]1[CH:27]=[CH:28][C:29]([CH2:30][N:31]([CH2:2][C:3]2[CH:22]=[CH:21][C:6](/[CH:7]=[CH:8]/[C@@H:9]3[CH2:13][CH2:12][CH2:11][N:10]3[C:14]([O:16][C:17]([CH3:20])([CH3:19])[CH3:18])=[O:15])=[CH:5][CH:4]=2)[C:32]2[CH:37]=[CH:36][CH:35]=[CH:34][CH:33]=2)=[CH:38][CH:39]=1)([O-:25])=[O:24] |f:2.3.4|. Solvent: CN(C)C=O (DMF). Reactants: ClCCl (dichloromethane), BrCC1=CC=C(/C=C/[C@H]2N(CCC2)C(=O)OC(C)(C)C)C=C1 ((S,E)-tert-butyl 2-(4-(bromomethyl)styryl)pyrrolidine-1-carboxylate), [N+](=O)([O-])C1=CC=C(CNC2=CC=CC=C2)C=C1 (N-(4-nitrobenzyl)aniline), C([O-])([O-])=O.[K+].[K+] (potassium carbonate). Product: [N+](=O)([O-])C1=CC=C(CN(C2=CC=CC=C2)CC2=CC=C(/C=C/[C@H]3N(CCC3)C(=O)OC(C)(C)C)C=C2)C=C1 ((S,E)-tert-butyl 2-(4-(((4-nitrobenzyl)(phenyl)amino)methyl)styryl)pyrrolidine-1-carboxylate). Isolated yield 55.7%.